From a dataset of the Open Reaction Database (ORD), a public repository of structured organic reaction records. describe an organic reaction: reactants, conditions, products, and yield Reactants: C(C)(C)(C)[Si](C)(C)OC(C(C)(C)C)CCC1=C(C=C(C=C1)C(CC)(C1=CC(=C(C=C1)B1OC(C(O1)(C)C)(C)C)C)CC)C (t-butyl-(1-{2-[4-(1-ethyl-1-{4-[4,4,5,5-tetramethyl-[1,3,2]dioxaborolan-2-yl]-3-methyl-phenyl}-propyl)-2-methyl-phenyl]-ethyl}-2,2-dimethyl-propoxy)dimethylsilane), COC([C@H](O)C1=CC(=CC=C1)Cl)=O ((R)-(3-chloro-phenyl)-hydroxy-acetic acid methyl ester), C1(CCCCC1)P(C1=C(C=CC=C1)C1=C(C=CC=C1OC)OC)C1CCCCC1 (2-dicyclohexylphosphino-2′,6′-dimethoxy-1,1′-biphenyl), P(=O)([O-])([O-])[O-].[K+].[K+].[K+] (potassium phosphate). Reagents/catalysts: C(C)(=O)[O-].[Pd+2].C(C)(=O)[O-] (palladium (II) acetate). The solvent is C(C)OCC (diethyl ether). Run at time 3 minute. The product is COC([C@H](O)C=1C=C(C=CC1)C1=C(C=C(C=C1)C(CC)(CC)C1=CC(=C(C=C1)CCC(C(C)(C)C)O[Si](C)(C)C(C)(C)C)C)C)=O ((R)-[4′-(1-{4-[3-(t-butyl-dimethyl-silanyloxy)-4,4-dimethyl-pentyl]-3-methyl-phenyl}-1-ethyl-propyl)-2′-methyl-biphenyl-3-yl]-hydroxy-acetic Acid Methyl Ester). Isolated yield 23.6%. Reaction SMILES: [C:1]([Si:5]([O:8][CH:9]([CH2:14][CH2:15][C:16]1[CH:21]=[CH:20][C:19]([C:22]([CH2:41][CH3:42])([C:25]2[CH:30]=[CH:29][C:28](B3OC(C)(C)C(C)(C)O3)=[C:27]([CH3:40])[CH:26]=2)[CH2:23][CH3:24])=[CH:18][C:17]=1[CH3:43])[C:10]([CH3:13])([CH3:12])[CH3:11])([CH3:7])[CH3:6])([CH3:4])([CH3:3])[CH3:2].C1(P(C2CCCCC2)C2C=CC=CC=2C2C(OC)=CC=CC=2OC)CCCCC1.P([O-])([O-])([O-])=O.[K+].[K+].[K+].[CH3:81][O:82][C:83](=[O:93])[C@@H:84]([C:86]1[CH:91]=[CH:90][CH:89]=[C:88](Cl)[CH:87]=1)[OH:85]>C(OCC)C.C([O-])(=O)C.[Pd+2].C([O-])(=O)C>[CH3:81][O:82][C:83](=[O:93])[C@@H:84]([C:86]1[CH:87]=[C:88]([C:28]2[CH:29]=[CH:30][C:25]([C:22]([C:19]3[CH:20]=[CH:21][C:16]([CH2:15][CH2:14][CH:9]([O:8][Si:5]([C:1]([CH3:4])([CH3:3])[CH3:2])([CH3:6])[CH3:7])[C:10]([CH3:13])([CH3:12])[CH3:11])=[C:17]([CH3:43])[CH:18]=3)([CH2:23][CH3:24])[CH2:41][CH3:42])=[CH:26][C:27]=2[CH3:40])[CH:89]=[CH:90][CH:91]=1)[OH:85] |f:2.3.4.5,8.9.10|. Procedure details: Degassed tetrahydrofuran (0.14 mL) was added to t-butyl-(1-{2-[4-(1-ethyl-1-{4-[4,4,5,5-tetramethyl-[1,3,2]dioxaborolan-2-yl]-3-methyl-phenyl}-propyl)-2-methyl-phenyl]-ethyl}-2,2-dimethyl-propoxy)dimethylsilane (Example 24-(1); 14.4 mg, 0.0237 mmol), palladium (II) acetate (1.2 mg, 0.0053 mmol), 2-dicyclohexylphosphino-2′,6′-dimethoxy-1,1′-biphenyl (4.5 mg, 0.011 mmol) and potassium phosphate (13.0 mg, 0.0612 mmol). The mixture was stirred in a nitrogen atmosphere for three minutes, followed by ...